Dataset: the Open Reaction Database (ORD), a public repository of structured organic reaction records. Task: describe an organic reaction: reactants, conditions, products, and yield The reactants are CC1=C(C(=CC(=C1)CN(C)C)C)O (2,6-dimethyl-4-(N,N-dimethylaminomethyl)-phenol), C(C)(=O)N1CCNCC1 (acetylpiperazine). Run in C=1(C(=CC=CC1)C)C (xylene). The product is C(C)(=O)N1CCN(CC1)CC1=CC(=C(C(=C1)C)O)C (4-(4-Acetylpiperazin-1-ylmethyl)-2,6-dimethylphenol). As a reaction SMILES: [CH3:1][C:2]1[CH:7]=[C:6]([CH2:8][N:9]([CH3:11])[CH3:10])[CH:5]=[C:4]([CH3:12])[C:3]=1[OH:13].[C:14]([N:17]1[CH2:22]CNC[CH2:18]1)(=[O:16])[CH3:15]>C1(C)C(C)=CC=CC=1>[C:14]([N:17]1[CH2:22][CH2:11][N:9]([CH2:8][C:6]2[CH:7]=[C:2]([CH3:1])[C:3]([OH:13])=[C:4]([CH3:12])[CH:5]=2)[CH2:10][CH2:18]1)(=[O:16])[CH3:15]. Reported procedure: A solution of 35.8 g=0.2 mole of 2,6-dimethyl-4-(N,N-dimethylaminomethyl)-phenol and 25.6 g=0.2 mole of acetylpiperazine in 100 ml of xylene is boiled under reflux for 5 hours, in the course of which nitrogen is passed through the solution. After cooling, the precipitate is filtered off, washed with ethyl acetate and dried over phosphorus pentoxide in vacuo. This gives 46.1 g (88% of theory), melting point: 150°-151° C. Starting materials: N1=C(C=CC2=CC=CC=C12)COCCCO (3-(Quinolin-2-ylmethoxy)-propan-1-ol), O (water), [H-].[Na+] (Sodium hydride), BrCC1=C(C(=O)OC)C(=CC=C1)C (Methyl 2-bromomethyl-6-methyl-benzoate). Solvent: CN1CCCN(C1=O)C (DMPU), C1CCOC1 (THF). Conditions: temperature 0 celsius, time 15 minute. Product: CC1=C(C(=O)OC)C(=CC=C1)COCCCOCC1=NC2=CC=CC=C2C=C1 (Methyl 2-Methyl-6-[3-(quinolin-2-ylmethoxy)-propoxymethyl]-benzoate). Reaction SMILES: [N:1]1[C:10]2[C:5](=[CH:6][CH:7]=[CH:8][CH:9]=2)[CH:4]=[CH:3][C:2]=1[CH2:11][O:12][CH2:13][CH2:14][CH2:15][OH:16].[H-].[Na+].Br[CH2:20][C:21]1[CH:30]=[CH:29][CH:28]=[C:27]([CH3:31])[C:22]=1[C:23]([O:25][CH3:26])=[O:24].O>CN1C(=O)N(C)CCC1.C1COCC1>[CH3:20][C:21]1[CH:30]=[CH:29][CH:28]=[C:27]([CH2:31][O:16][CH2:15][CH2:14][CH2:13][O:12][CH2:11][C:2]2[CH:3]=[CH:4][C:5]3[C:10](=[CH:9][CH:8]=[CH:7][CH:6]=3)[N:1]=2)[C:22]=1[C:23]([O:25][CH3:26])=[O:24] |f:1.2|. Reported procedure: 3-(Quinolin-2-ylmethoxy)-propan-1-ol (4.6 g, 21.2 mmol, EXAMPLE 3a) is dissolved in 20% DMPU in THF (50 mL) and cooled to 0° C. Sodium hydride (60%, 920 mg, 23 mmol) is added portionwise, and the contents are allowed to stir for 15 min. at 0° C. Methyl 2-bromomethyl-6-methyl-benzoate (77%, 7.25 g, 23 mmol, EXAMPLE 2a) is added and the reaction is allowed to warm to r.t. and continue to stir overnight. The reaction is poured into water (600 mL) and extracted with ethyl acetate (3×200 mL). The org... Starting materials: N(=O)[O-].[Na+] (sodium nitrite), cuprous bromide, NC=1C=C(C=CC1C1CCCCC1)C(C(=O)OCC)=O (ethyl 3-amino-4-cyclohexylphenylglyoxylate), Br (hydrobromic acid), O (water), Br (hydrobromic acid). Yields the product BrC=1C=C(C=CC1C1CCCCC1)C(C(=O)O)=O (3-bromo-4-cyclohexylphenylglyoxylic acid). RXN SMILES: N[C:2]1[CH:3]=[C:4]([C:14](=[O:20])[C:15]([O:17]CC)=[O:16])[CH:5]=[CH:6][C:7]=1[CH:8]1[CH2:13][CH2:12][CH2:11][CH2:10][CH2:9]1.N([O-])=O.[Na+].O.[BrH:26]>>[Br:26][C:2]1[CH:3]=[C:4]([C:14](=[O:20])[C:15]([OH:17])=[O:16])[CH:5]=[CH:6][C:7]=1[CH:8]1[CH2:13][CH2:12][CH2:11][CH2:10][CH2:9]1 |f:1.2|. Reported procedure: To 11.1 g. (0.044 moles) of ethyl 3-amino-4-cyclohexylphenylglyoxylate suspension in 225 ml of 40% hydrobromic acid and cooled to 0° C. is added dropwise a solution of 2.34 g. of sodium nitrite in 30 ml. of water. To this mixture is added a solution of 20 g. of cuprous bromide in 350 ml. of 40% hydrobromic acid added portion wise and stirred for 15 hours. The reaction mixture is then poured onto ice water, extracted with chloroform, dried over sodium sulfate and concentrated in vacuo. The residu... Starting materials: C(C)(=O)C1=NC(=CC=C1)Br (2-acetyl-6-bromopyridine), II (iodine), N1=CC=CC=C1 (pyridine), C(C)(C)O (isopropanol), 95acetone. The product is [I-].BrC1=CC=CC(=N1)C(C[N+]1=CC=CC=C1)=O (1-[2-(6-Bromo-2-pyridinyl)-2-oxoethyl]pyridinium iodide). As a reaction SMILES: [C:1]([C:4]1[CH:9]=[CH:8][CH:7]=[C:6]([Br:10])[N:5]=1)(=[O:3])[CH3:2].[I:11]I.C(O)(C)C.[N:17]1[CH:22]=[CH:21][CH:20]=[CH:19][CH:18]=1>>[I-:11].[Br:10][C:6]1[N:5]=[C:4]([C:1](=[O:3])[CH2:2][N+:17]2[CH:22]=[CH:21][CH:20]=[CH:19][CH:18]=2)[CH:9]=[CH:8][CH:7]=1 |f:4.5|. Procedure details: To a stirred solution of 2-acetyl-6-bromopyridine (100 g; 0.5 mole) in 600 mL pyridine was added iodine (127 g; 0.5 mole). The mixture was heated on a steam bath for 45 minutes, and the product crystallized on cooling. The solid was filtered and the light yellow crystalline cake was rinsed twice with methylene chloride. After drying, 183 g (90%) was obtained. MP 176°-178° C.; silica gel TLC system: 95acetone: 5 isopropanol. The reactants are CC(=O)C(O)C1OC(n2cc(C)c(=O)n(C(=O)c3ccccc3)c2=O)CC1N=[N+]=[N-], CC(=O)C(O)C1OC(n2cc(C)c(=O)[nH]c2=O)CC1N=[N+]=[N-], Cc1cn(C2CC(N=[N+]=[N-])C(C(O)S(C)(=O)=O)O2)c(=O)[nH]c1=O. Product: Cc1cn(C2CC(N=[N+]=[N-])C(C(O)S(C)(=O)=O)O2)c(=O)n(C(=O)c2ccccc2)c1=O. RXN SMILES: [C:24]([CH:25]([OH:26])[CH:27]1[O:28][CH:29]([n:30]2[cH:31][c:32]([CH3:33])[c:34](=[O:35])[n:36]([C:42]([c:43]3[cH:44][cH:45][cH:46][cH:47][cH:48]3)=[O:49])[c:37]2=[O:38])[CH2:39][CH:40]1[N:41]=[N+:50]=[N-:51])(=[O:52])[CH3:53].[C:54]([CH:55]([OH:56])[CH:57]1[O:58][CH:59]([n:60]2[cH:61][c:62]([CH3:63])[c:64](=[O:65])[nH:66][c:67]2=[O:68])[CH2:69][CH:70]1[N:71]=[N+:72]=[N-:73])(=[O:74])[CH3:75].[N:1](=[N+:2]=[N-:3])[CH:4]1[CH2:5][CH:6]([n:15]2[c:16](=[O:17])[nH:18][c:19](=[O:20])[c:21]([CH3:22])[cH:23]2)[O:7][CH:8]1[CH:9]([OH:10])[S:11](=[O:12])(=[O:13])[CH3:14]>>[N:1](=[N+:2]=[N-:3])[CH:4]1[CH2:5][CH:6]([n:15]2[c:16](=[O:17])[n:18]([C:42]([c:43]3[cH:44][cH:45][cH:46][cH:47][cH:48]3)=[O:49])[c:19](=[O:20])[c:21]([CH3:22])[cH:23]2)[O:7][CH:8]1[CH:9]([OH:10])[S:11](=[O:12])(=[O:13])[CH3:14]. Starting materials: C(=O)(OC(C)(C)C)N1CC(C1)CO ((1-Boc-azetidin-3-yl)-methanol), TEA, CS(=O)(=O)Cl (MeSO2Cl). Solvent: C(Cl)Cl (CH2Cl2). Conditions: time 2 hour. Yields the product C(=O)(OC(C)(C)C)N1CC(C1)COS(=O)(=O)C (Methanesulfonic acid 1-Boc-azetidin-3-ylmethyl Ester). RXN SMILES: [C:1]([N:8]1[CH2:11][CH:10]([CH2:12][OH:13])[CH2:9]1)([O:3][C:4]([CH3:7])([CH3:6])[CH3:5])=[O:2].[CH3:14][S:15](Cl)(=[O:17])=[O:16]>C(Cl)Cl>[C:1]([N:8]1[CH2:9][CH:10]([CH2:12][O:13][S:15]([CH3:14])(=[O:17])=[O:16])[CH2:11]1)([O:3][C:4]([CH3:7])([CH3:6])[CH3:5])=[O:2]. Reported procedure: To a solution of (1-Boc-azetidin-3-yl)-methanol (1.06 g, 5.7 mmol), TEA (1.18 mL, 8.52 mmol) in CH2Cl2 at 0° C. was added MeSO2Cl (0.53 mL, 6.82 mmol) via a syringe. The reaction was warmed to RT over 2 h and stirring was continued at RT for 2 h. The white solid formed was removed by filtration and the filtrate was washed with 25 mL of H2O. The organic phase was dried over Na2SO4, and concentrated in vacuo to afford yellow oil. The reactants are CC(C#N)(O)C (acetone cyanohydrin), 22.8, N[C@H]1[C@H](CCCC1)N (cis-1,2-diamino cyclohexane), O (water). Reaction conditions: time 2000 hour. Product: CC1(C(NC2CCCCC2N1)=O)C (3,3-dimethyl-decahydroquinoxalin-2-one). Reaction SMILES: [CH3:1][C:2]([CH3:6])(O)[C:3]#[N:4].[NH2:7][C@@H:8]1[CH2:13][CH2:12][CH2:11][CH2:10][C@@H:9]1N.[OH2:15]>>[CH3:1][C:2]1([CH3:6])[NH:7][CH:8]2[CH:13]([CH2:12][CH2:11][CH2:10][CH2:9]2)[NH:4][C:3]1=[O:15]. Reported procedure: 3,3-dimethyl-decahydroquinoxalin-2-one is prepared as described by Bindler (U.S. Pat. No. 2,920,077) as follows: 17 parts of acetone cyanohydrin are added dropwise at room temperature to a solution of 22.8 parts of cis-1,2-diamino cyclohexane in 100 parts of water. The solution becomes cloudy and an oil is split off. After stirring for half an hour at room temperature, the dispersion is heated to 90°-95° and stirred for another 8 hours at room temperature while ammonia is evolved. The reaction s...